Dataset: the Open Reaction Database (ORD), a public repository of structured organic reaction records. Task: describe an organic reaction: reactants, conditions, products, and yield Starting materials: solution, [H-].C(C(C)C)[Al+]CC(C)C (diisobutylaluminum hydride), aqueous solution, S(O)(O)(=O)=O (sulfuric acid), [OH-].[Na+] (sodium hydroxide), resultant mixture, C(#N)C1=NC=C(C=C1)CCN1CCC(CC1)N1CCC2=CC=CC=C12 (1-{1-[2-(2-Cyanopyridin-5-yl)ethyl]piperidin-4-yl}indoline). The solvent is C1(=CC=CC=C1)C (toluene), C(C)OCC (diethyl ether), C1(=CC=CC=C1)C (toluene). Yields the product OCC1=NC=C(C=C1)CCN1CCC(CC1)N1CCC2=CC=CC=C12 (1-{1-[2-(2-hydroxymethylpyridin5-yl)ethyl]piperidin-4-yl}indoline). The yield is 64.5%. Reaction SMILES: [C:1]([C:3]1[CH:8]=[CH:7][C:6]([CH2:9][CH2:10][N:11]2[CH2:16][CH2:15][CH:14]([N:17]3[C:25]4[C:20](=[CH:21][CH:22]=[CH:23][CH:24]=4)[CH2:19][CH2:18]3)[CH2:13][CH2:12]2)=[CH:5][N:4]=1)#N.[H-].C([Al+]CC(C)C)C(C)C.S(=O)(=O)(O)[OH:37].[OH-].[Na+]>C1(C)C=CC=CC=1.C(OCC)C>[OH:37][CH2:1][C:3]1[CH:8]=[CH:7][C:6]([CH2:9][CH2:10][N:11]2[CH2:16][CH2:15][CH:14]([N:17]3[C:25]4[C:20](=[CH:21][CH:22]=[CH:23][CH:24]=4)[CH2:19][CH2:18]3)[CH2:13][CH2:12]2)=[CH:5][N:4]=1 |f:1.2,4.5|. Procedure: 1-{1-[2-(2-Cyanopyridin-5-yl)ethyl]piperidin-4-yl}indoline (0.103 g) was dissolved in toluene (1.5 ml). In a nitrogen atmosphere at −78° C., a 1.5 M solution (0.44 ml) of diisobutylaluminum hydride in toluene was added thereto and the resultant mixture was stirred under the same conditions for 1 hr. Then the reaction solution was poured into a 5% aqueous solution of sulfuric acid and basified with an aqueous solution of sodium hydroxide. Next, diethyl ether was added and the layers were separate... Reactants: ClC1=NC=CC(=N1)C1=C(N=C2N1C=CC=C2)C=2C=C(C(=O)NC1=C(C=CC=C1F)F)C=CC2 (3-[3-(2-Chloro-4-pyrimidinyl)imidazo[1,2-a]pyridin-2-yl]-N-(2,6-difluorophenyl)benzamide), C(C(F)(F)F)O (trifluoroethanol), CC=1C(=CC(=C(N)C1)OC)N1CCN(CC1)S(=O)(=O)C (5-methyl-2-(methyloxy)-4-[4-(methylsulfonyl)-1-piperazinyl]aniline), C1(=CC=C(C=C1)S(=O)(=O)O)C (p-toluenesulfonicacid), N (ammonia). Run in C(Cl)Cl (DCM), CO (MeOH). Reaction conditions: temperature 100 celsius. The product is FC1=C(C(=CC=C1)F)NC(C1=CC(=CC=C1)C=1N=C2N(C=CC=C2)C1C1=NC(=NC=C1)NC1=C(C=C(C(=C1)C)N1CCN(CC1)S(=O)(=O)C)OC)=O (N-(2,6-difluorophenyl)-3-{3-[2-({5-methyl-2-(methyloxy)-4-[4-(methylsulfonyl)-1-piperazinyl]phenyl}amino)-4-pyrimidinyl]imidazo[1,2-a]pyridin-2-yl}benzamide). Isolated yield 51.1%. RXN SMILES: Cl[C:2]1[N:7]=[C:6]([C:8]2[N:12]3[CH:13]=[CH:14][CH:15]=[CH:16][C:11]3=[N:10][C:9]=2[C:17]2[CH:18]=[C:19]([CH:31]=[CH:32][CH:33]=2)[C:20]([NH:22][C:23]2[C:28]([F:29])=[CH:27][CH:26]=[CH:25][C:24]=2[F:30])=[O:21])[CH:5]=[CH:4][N:3]=1.[CH3:34][C:35]1[C:36]([N:44]2[CH2:49][CH2:48][N:47]([S:50]([CH3:53])(=[O:52])=[O:51])[CH2:46][CH2:45]2)=[CH:37][C:38]([O:42][CH3:43])=[C:39]([CH:41]=1)[NH2:40].C1(C)C=CC(S(O)(=O)=O)=CC=1.C(O)C(F)(F)F.N>CO.C(Cl)Cl>[F:30][C:24]1[CH:25]=[CH:26][CH:27]=[C:28]([F:29])[C:23]=1[NH:22][C:20](=[O:21])[C:19]1[CH:31]=[CH:32][CH:33]=[C:17]([C:9]2[N:10]=[C:11]3[CH:16]=[CH:15][CH:14]=[CH:13][N:12]3[C:8]=2[C:6]2[CH:5]=[CH:4][N:3]=[C:2]([NH:40][C:39]3[CH:41]=[C:35]([CH3:34])[C:36]([N:44]4[CH2:49][CH2:48][N:47]([S:50]([CH3:53])(=[O:52])=[O:51])[CH2:46][CH2:45]4)=[CH:37][C:38]=3[O:42][CH3:43])[N:7]=2)[CH:18]=1. Reported procedure: 3-[3-(2-Chloro-4-pyrimidinyl)imidazo[1,2-a]pyridin-2-yl]-N-(2,6-difluorophenyl)benzamide (Intermediate Example 1) (100 mg, 0.22 mmol), 5-methyl-2-(methyloxy)-4-[4-(methylsulfonyl)-1-piperazinyl]aniline (Example 225, step B) (53 mg, 0.18 mmol), and p-toluenesulfonicacid (99 mg, 0.52 mmol) were weighed into a 20 mL vial. 1 mL of trifluoroethanol was added and the mixture was heated to 100° C. for 72 h. 2 mL of 2 N ammonia in MeOH was added. The solvent was rotovaped down. The residue was taken up ... Starting materials: Cl.N(N)CC(=O)OCC (ethyl hydrazinoacetate hydrochloride), CC(C=CC)=O (3-pentene-2-one), C([O-])(O)=O.[Na+] (sodium bicarbonate). Run in C(C)O (ethanol). Reaction conditions: time 8 hour. The product is CC1=NN(C(C1)C)CC(=O)OCC (ethyl 4,5-dihydro-3,5-dimethyl-1H-pyrazole-1-acetate). Isolated yield 14.1%. RXN SMILES: Cl.[NH:2]([CH2:4][C:5]([O:7][CH2:8][CH3:9])=[O:6])[NH2:3].[CH3:10][C:11](=O)[CH:12]=[CH:13][CH3:14].C(=O)(O)[O-].[Na+]>C(O)C>[CH3:10][C:11]1[CH2:12][CH:13]([CH3:14])[N:2]([CH2:4][C:5]([O:7][CH2:8][CH3:9])=[O:6])[N:3]=1 |f:0.1,3.4|. Procedure: A mixture of ethyl hydrazinoacetate hydrochloride (1.55 g, 10 mmol), 3-pentene-2-one (0.95 mL, 10 mmol) and sodium bicarbonate (1.00 g, 11.9 mmol) in ethanol (10 mL) was stirred at room temperature overnight. The reaction mixture was then filtered and concentrated under reduced pressure. The resulting oil was purified by medium pressure liquid chromatography on silica gel (0 to 100% gradient of ethyl acetate in hexanes as eluant) to provide the title compound as a yellow oil (0.26 g). Reactants: FC(S(=O)(=O)O)(F)F (trifluoromethane sulfonic acid), C(F)(F)(F)S(=O)(=O)O (CF3SO3H), COS(=O)(=O)[O-].C(CCCCCCCCCCCCCCCCC)[N+](C)(C)CCCCCCCCCCCCCCCCCC (distearyl dimethyl ammonium methyl sulfate). Solvent: O (water), O (water). Reaction conditions: time 4 hour. The product is FC(F)(F)S(=O)(=O)[O-].C(CCCCCCCCCCCCCCCCC)[N+](C)(C)CCCCCCCCCCCCCCCCCC (Distearyl Dimethyl Ammonium Trifluoromethyl Sulfonate). Reaction SMILES: [F:1][C:2]([F:8])([F:7])[S:3]([OH:6])(=[O:5])=[O:4].COS([O-])(=O)=O.[CH2:15]([N+:33]([CH2:36][CH2:37][CH2:38][CH2:39][CH2:40][CH2:41][CH2:42][CH2:43][CH2:44][CH2:45][CH2:46][CH2:47][CH2:48][CH2:49][CH2:50][CH2:51][CH2:52][CH3:53])([CH3:35])[CH3:34])[CH2:16][CH2:17][CH2:18][CH2:19][CH2:20][CH2:21][CH2:22][CH2:23][CH2:24][CH2:25][CH2:26][CH2:27][CH2:28][CH2:29][CH2:30][CH2:31][CH3:32]>O>[F:1][C:2]([S:3]([O-:6])(=[O:5])=[O:4])([F:8])[F:7].[CH2:36]([N+:33]([CH2:15][CH2:16][CH2:17][CH2:18][CH2:19][CH2:20][CH2:21][CH2:22][CH2:23][CH2:24][CH2:25][CH2:26][CH2:27][CH2:28][CH2:29][CH2:30][CH2:31][CH3:32])([CH3:35])[CH3:34])[CH2:37][CH2:38][CH2:39][CH2:40][CH2:41][CH2:42][CH2:43][CH2:44][CH2:45][CH2:46][CH2:47][CH2:48][CH2:49][CH2:50][CH2:51][CH2:52][CH3:53] |f:1.2,4.5|. Reported procedure: To 500 milliliters of water was cautiously added 43 milliliters (72.9 grams, 0.486 mol) of trifluoromethane sulfonic acid, CF3SO3H (3M Corporation, Fluorad FC-24, anhydrous). This solution was cooled to room temperature then added to a suspension of distearyl dimethyl ammonium methyl sulfate (DDAMS) (150 grams, 0.227 mol) in 600 milliliters water. The mixture was heated on a hot plate with stirring (80° to 90° C.) for 4 hours, cooled to room temperature and allowed to stand overnight (16 hours)....